This data is from the Open Reaction Database (ORD), a public repository of structured organic reaction records. The task is: describe an organic reaction: reactants, conditions, products, and yield Reactants: [OH-].[K+] (KOH), N (ammonia), O (water), [OH-].[K+] (potassium hydroxide), 11, C(CC)C(C#N)=CCC (2-propyl-2-pentene nitrile), Cl (hydrochloric acid). The solvent is CCCCCC (n-hexane), OCC(O)CO (glycerol). Yields the product C(CC)/C(/C(=O)O)=C\CC (E-2-propyl-2-pentenoic acid). RXN SMILES: [OH-:1].[K+].[CH2:3]([C:6](=[CH:9][CH2:10][CH3:11])[C:7]#N)[CH2:4][CH3:5].N.Cl.[OH2:14]>CCCCCC.OCC(CO)O>[CH2:3](/[C:6](=[CH:9]\[CH2:10][CH3:11])/[C:7]([OH:14])=[O:1])[CH2:4][CH3:5] |f:0.1|. Procedure: 1425 g of glycerol are placed in a four liter flask. 470 g of KOH are added and the mixture is slowly heated, the potassium hydroxide dissolving at approximately 100° C. After reaching a temperature of 140° C., over a period of 11/2 hours 264.4 g of 2-propyl-2-pentene nitrile are added dropwise, the temperature being kept at 140° to 145° C. Slight foaming initially occurs. The reaction mixture is refluxed for 8 hours, accompanied by the escape of ammonia and followed by mixing with 1700 ml of wa...